Dataset: the Open Reaction Database (ORD), a public repository of structured organic reaction records. Task: describe an organic reaction: reactants, conditions, products, and yield Reactants: C([O-])([O-])=O.[K+].[K+] (potassium carbonate), IC (iodomethane), SC=1NC2=C(C=NN(C2=O)CC2=CC=CC3=CC=CC=C23)N1 (2-mercapto-5-(naphthalen-1-ylmethyl)-3,5-dihydro-imidazo[4,5-d]pyridazin-4-one). Run in ClCCl (dichloromethane), CO (methanol). Reaction conditions: time 8 hour. Product: CSC=1NC2=C(C=NN(C2=O)CC2=CC=CC3=CC=CC=C23)N1 (2-methylsulphanyl-5-(naphthalen-1-ylmethyl)-3,5-dihydro-imidazo[4,5-d]pyridazin-4-one). Reaction SMILES: [C:1](=O)([O-])[O-].[K+].[K+].IC.[SH:9][C:10]1[NH:11][C:12]2[C:17](=[O:18])[N:16]([CH2:19][C:20]3[C:29]4[C:24](=[CH:25][CH:26]=[CH:27][CH:28]=4)[CH:23]=[CH:22][CH:21]=3)[N:15]=[CH:14][C:13]=2[N:30]=1>ClCCl.CO>[CH3:1][S:9][C:10]1[NH:11][C:12]2[C:17](=[O:18])[N:16]([CH2:19][C:20]3[C:29]4[C:24](=[CH:25][CH:26]=[CH:27][CH:28]=4)[CH:23]=[CH:22][CH:21]=3)[N:15]=[CH:14][C:13]=2[N:30]=1 |f:0.1.2|. Procedure: 2.38 g (17.2 mmol) of potassium carbonate and 1.07 ml (17.20 mmol) of iodomethane were added to a suspension of 5.3 g (17.19 mmol) of 2-mercapto-5-(naphthalen-1-ylmethyl)-3,5-dihydro-imidazo[4,5-d]pyridazin-4-one in 100 ml of dichloromethane and 100 ml of methanol and stirred overnight at ambient temperature. Then the solvent was evaporated off, the residue was combined with approx. 30 ml of water, acidified with 2N hydrochloric acid, the product thus obtained was suction filtered, washed again ... RXN SMILES: [CH3:31][OH:32].[ClH:26].[F:1][c:2]1[c:3]2[cH:4][cH:5][cH:6][n:7][c:8]2[cH:9][c:10]([F:25])[c:11]1[CH2:12][c:13]1[n:14][n:15][c:16]2[n:17]1[n:18][c:19]([C:22]([CH3:23])=[O:24])[cH:20][cH:21]2.[NH2:27][OH:28].[Na+:30].[OH-:29]>>[F:1][c:2]1[c:3]2[cH:4][cH:5][cH:6][n:7][c:8]2[cH:9][c:10]([F:25])[c:11]1[CH2:12][c:13]1[n:14][n:15][c:16]2[n:17]1[n:18][c:19]([C:22]([CH3:23])=[N:27][OH:28])[cH:20][cH:21]2. Yields the product CC(=NO)c1ccc2nnc(Cc3c(F)cc4ncccc4c3F)n2n1. The reactants are CO, Cl, CC(=O)c1ccc2nnc(Cc3c(F)cc4ncccc4c3F)n2n1, NO, [Na+], [OH-]. As a reaction SMILES: [OH:1][C:2]1[CH:10]=[CH:9][C:5]2[CH:6]=[CH:7][O:8][C:4]=2[CH:3]=1.C(=O)([O-])[O-].[K+].[K+].[I-].[Na+].Cl[CH2:20][CH2:21][O:22][CH2:23][CH2:24][CH3:25]>CN(C=O)C.O>[CH2:23]([O:22][CH2:21][CH2:20][O:1][C:2]1[CH:10]=[CH:9][C:5]2[CH:6]=[CH:7][O:8][C:4]=2[CH:3]=1)[CH2:24][CH3:25] |f:1.2.3,4.5|. Procedure: To a solution of 6-hydroxybenzofuran (1.38 g) in DMF (40 ml) were added potassium carbonate (3.70 g) and sodium iodide (4.01 g) and then was added 2-chloroethylpropylether (2.52 g), and the mixture was stirred, under nitrogen atmosphere, at 95° C. for 3 days and cooled. To the mixture was added water, and the mixture was extracted with ethyl acetate (twice). The organic layer was washed with 1N sodium hydroxide solution (4 times), water (three times) and saturated brine, and dried with magnesium... Solvent: CN(C)C=O (DMF), O (water). Yields the product C(CC)OCCOC1=CC2=C(C=CO2)C=C1 (6-propoxyethoxybenzofuran). Reactants: OC1=CC2=C(C=CO2)C=C1 (6-hydroxybenzofuran), C([O-])([O-])=O.[K+].[K+] (potassium carbonate), [I-].[Na+] (sodium iodide), ClCCOCCC (2-chloroethylpropylether). Run at temperature 95 celsius, time 3 day. The yield is 66.2%. The reactants are example 108 ( iii ), C(C)(C)(C)[Si](OCCOC1=C(C(=CC=C1)N)N)(C)C (3-[2-(tert-Butyl-dimethyl-silanyloxy)-ethoxy]-benzene-1,2-diamine), COC(C(Cl)(Cl)Cl)=N (2,2,2-trichloro-acetimidic acid methyl ester). The product is C(C)(C)(C)[Si](OCCOC1=CC=CC=2NC(=NC21)C(Cl)(Cl)Cl)(C)C (4-[2-(tert-Butyl-dimethyl-silanyloxy)-ethoxy]-2-trichloromethyl-1H-benzoimidazole). RXN SMILES: [C:1]([Si:5]([CH3:19])([CH3:18])[O:6][CH2:7][CH2:8][O:9][C:10]1[CH:15]=[CH:14][CH:13]=[C:12]([NH2:16])[C:11]=1[NH2:17])([CH3:4])([CH3:3])[CH3:2].CO[C:22](=N)[C:23]([Cl:26])([Cl:25])[Cl:24]>>[C:1]([Si:5]([CH3:19])([CH3:18])[O:6][CH2:7][CH2:8][O:9][C:10]1[C:11]2[N:17]=[C:22]([C:23]([Cl:26])([Cl:25])[Cl:24])[NH:16][C:12]=2[CH:13]=[CH:14][CH:15]=1)([CH3:4])([CH3:3])[CH3:2]. Procedure: 4-[2-(tert-Butyl-dimethyl-silanyloxy)-ethoxy]-2-trichloromethyl-1H-benzoimidazole was prepared by a procedure according to example 108 (iii) starting from 503 mg (1.78 mmol) 3-[2-(tert-Butyl-dimethyl-silanyloxy)-ethoxy]-benzene-1,2-diamine and 0.31 mL (2.49 mmol) 2,2,2-trichloro-acetimidic acid methyl ester. Yield: 680 mg MS (ES+): m/e=409, chloro pattern. Starting materials: CCOC(=O)C=Cc1cc2nc(Cl)nc(N3CCOCC3)c2s1, CCOC(C)=O, CCO. Yields the product CCOC(=O)CCc1cc2nc(Cl)nc(N3CCOCC3)c2s1. As a reaction SMILES: [CH2:1]([CH3:2])[O:3][C:4]([CH:5]=[CH:6][c:7]1[cH:8][c:9]2[n:10][c:11]([Cl:22])[n:12][c:13]([N:16]3[CH2:17][CH2:18][O:19][CH2:20][CH2:21]3)[c:14]2[s:15]1)=[O:23].[CH3:24][CH2:25][O:26][C:27](=[O:28])[CH3:29].[CH3:30][CH2:31][OH:32]>>[CH2:1]([CH3:2])[O:3][C:4]([CH2:5][CH2:6][c:7]1[cH:8][c:9]2[n:10][c:11]([Cl:22])[n:12][c:13]([N:16]3[CH2:17][CH2:18][O:19][CH2:20][CH2:21]3)[c:14]2[s:15]1)=[O:23]. Starting materials: O[C@@H](CN1C=NC2=C(C1=O)C(=CC(N2C)=O)NC2=C(C=C(C=C2)I)F)CO ((S)-3-(2,3-Dihydroxypropyl)-5-(2-fluoro-4-iodophenylamino)-8-methylpyrido[2,3-d]pyrimidine-4,7(3H,8H)-dione), [B-](F)(F)(F)F.[B-](F)(F)(F)F.C1C[N+]2(CC[N+]1(CC2)CCl)F (Selectfluor). The solvent is CN(C)C=O (DMF), C(C)#N (acetonitrile). Yields the product O[C@@H](CN1C=NC2=C(C1=O)C(=C(C(N2C)=O)F)NC2=C(C=C(C=C2)I)F)CO ((S)-3-(2,3-dihydroxypropyl)-6-fluoro-5-(2-fluoro-4-iodophenylamino)-8-methylpyrido[2,3-d]pyrimidine-4,7(3H,8H)-dione). The yield is 25.4%. Reaction SMILES: [OH:1][C@H:2]([CH2:26][OH:27])[CH2:3][N:4]1[C:9](=[O:10])[C:8]2[C:11]([NH:17][C:18]3[CH:23]=[CH:22][C:21]([I:24])=[CH:20][C:19]=3[F:25])=[CH:12][C:13](=[O:16])[N:14]([CH3:15])[C:7]=2[N:6]=[CH:5]1.[B-](F)(F)(F)[F:29].[B-](F)(F)(F)F.C1[N+]2(CCl)CC[N+](F)(CC2)C1>CN(C=O)C.C(#N)C>[OH:1][C@H:2]([CH2:26][OH:27])[CH2:3][N:4]1[C:9](=[O:10])[C:8]2[C:11]([NH:17][C:18]3[CH:23]=[CH:22][C:21]([I:24])=[CH:20][C:19]=3[F:25])=[C:12]([F:29])[C:13](=[O:16])[N:14]([CH3:15])[C:7]=2[N:6]=[CH:5]1 |f:1.2.3|. Reported procedure: To a solution of (S)-3-(2,3-dihydroxypropyl)-5-(2-fluoro-4-iodophenylamino)-8-methylpyrido[2,3-d]pyrimidine-4,7(3H,8H)-dione (example 5) (1.25 g, 2.58 mmol, 1 eq) in DMF (26 mL) was added a mixture of Selectfluor (1.187 g, 3.35 mmol, 1.3 eq) in acetonitrile (26 mL). The reaction mixture was irradiated with microwave at 82° C. for 10 minutes and filtered. The filtrate was purified by preparatory LC/MS (30-55% CH3CN in H2O) to give (S)-3-(2,3-dihydroxypropyl)-6-fluoro-5-(2-fluoro-4-iodophenylamino...